From a dataset of the Open Reaction Database (ORD), a public repository of structured organic reaction records. describe an organic reaction: reactants, conditions, products, and yield Starting materials: ClCCN1CCOCC1 (N-(2-chloroethyl)morpholine), C(C1=CC=CC=C1)N (benzylamine). Run in CC#N (CH3CN). Reaction conditions: temperature 25 celsius. Product: Cl.C(C1=CC=CC=C1)NCCN1CCOCC1 (N-benzyl-2-morpholinoethanamine, hydrochloride salt). Isolated yield 35.0%. As a reaction SMILES: [Cl:1][CH2:2][CH2:3][N:4]1[CH2:9][CH2:8][O:7][CH2:6][CH2:5]1.[CH2:10]([NH2:17])[C:11]1[CH:16]=[CH:15][CH:14]=[CH:13][CH:12]=1>CC#N>[ClH:1].[CH2:10]([NH:17][CH2:2][CH2:3][N:4]1[CH2:9][CH2:8][O:7][CH2:6][CH2:5]1)[C:11]1[CH:16]=[CH:15][CH:14]=[CH:13][CH:12]=1 |f:3.4|. Procedure: A solution of 100 mg of N-(2-chloroethyl)morpholine and 575 mg of benzylamine in 5 mL of CH3CN was refluxed for 2 h. The mixture was cooled to 25° C. and partitioned between dichloromethane and an aqueous sodium bicarbonate solution. The organic extracts were dried and the solvent was evaporated. The residual solvent was removed at high vacuum and the residue was dissolved in a large excess of methanolic HCl. The solvent was evaporated to give 60 mg of the product. Reactants: C(C1=CC=CC=C1)(=O)C1=C(C2=C(S1)C=CC=C2)O (2-benzoyl-benzo[b]thiophen-3-ol), N1CCCC1 (pyrrolidine), ethyl acetate petroleum ether. Solvent: C(C)(=O)O (acetic acid). Product: N1(CCCC1)\C(=C\1/C(C2=C(S1)C=CC=C2)=O)\C2=CC=CC=C2 ((E)-2-[(1-Pyrrolidinyl)phenylmethylene]-benzo[b]thiophen-3(2H)-one). Isolated yield 5.0%. Reaction SMILES: [C:1]([C:9]1[S:13][C:12]2[CH:14]=[CH:15][CH:16]=[CH:17][C:11]=2[C:10]=1[OH:18])(=O)[C:2]1[CH:7]=[CH:6][CH:5]=[CH:4][CH:3]=1.[NH:19]1[CH2:23][CH2:22][CH2:21][CH2:20]1>C(O)(=O)C>[N:19]1(/[C:1](/[C:2]2[CH:7]=[CH:6][CH:5]=[CH:4][CH:3]=2)=[C:9]2\[C:10](=[O:18])[C:11]3[CH:17]=[CH:16][CH:15]=[CH:14][C:12]=3[S:13]\2)[CH2:23][CH2:22][CH2:21][CH2:20]1. Procedure: Prepared as in Example 31 from 2-benzoyl-benzo[b]thiophen-3-ol and pyrrolidine in glacial acetic acid with a yield of 5% of theory. Egg-yellow crystals, m.p. 157° C. (ethyl acetate/petroleum ether 1:3).